Dataset: the Open Reaction Database (ORD), a public repository of structured organic reaction records. Task: describe an organic reaction: reactants, conditions, products, and yield As a reaction SMILES: [C:23]([O-:24])(=[O:25])[CH:26]=[CH:27][C:28]([O-:29])=[O:30].[CH3:10][O:11][c:12]1[c:13]([C:14](=[O:15])[N:16]=[C:17]=[O:18])[cH:19][cH:20][cH:21][cH:22]1.[NH2:1][CH:2]1[CH2:3][N:4]2[CH2:5][CH2:6][CH:7]1[CH2:8][CH2:9]2>>[NH:1]([CH:2]1[CH2:3][N:4]2[CH2:5][CH2:6][CH:7]1[CH2:8][CH2:9]2)[C:17]([NH:16][C:14]([c:13]1[c:12]([O:11][CH3:10])[cH:22][cH:21][cH:20][cH:19]1)=[O:15])=[O:18]. The product is COc1ccccc1C(=O)NC(=O)NC1CN2CCC1CC2. Starting materials: O=C([O-])C=CC(=O)[O-], COc1ccccc1C(=O)N=C=O, NC1CN2CCC1CC2. The reactants are CN(CCN1N=C2C=3C(=C(C=CC13)OS(=O)(=O)C1=CC=C(C=C1)C)C(C=1C=CN=CC12)=O)C (2-[2-(dimethylamino)ethyl]-5-(p-toluenesulfonyloxy) isoquino[8,7,6-cd]indazole-6(2H)-one), CN(CCN)C (2-(dimethylamino)ethylamine). The solvent is N1=CC=CC=C1 (pyridine). Run at time 1 hour. The product is CN(CCNC1=C2C=3C(=NNC3C=C1)C=1C=NC=CC1C2=O)C (5-[[2-(dimethylamino)ethyl]amino]isoquino[8,7,6-cd]indazole-6(2H)-one). RXN SMILES: CN(C)CC[N:5]1[C:13]2[CH:12]=[CH:11][C:10](OS(C3C=CC(C)=CC=3)(=O)=O)=[C:9]3[C:25](=[O:32])[C:26]4[CH:27]=[CH:28][N:29]=[CH:30][C:31]=4[C:7]([C:8]=23)=[N:6]1.[CH3:34][N:35]([CH3:39])[CH2:36][CH2:37][NH2:38]>N1C=CC=CC=1>[CH3:34][N:35]([CH3:39])[CH2:36][CH2:37][NH:38][C:10]1[CH:11]=[CH:12][C:13]2[NH:5][N:6]=[C:7]3[C:31]4[CH:30]=[N:29][CH:28]=[CH:27][C:26]=4[C:25](=[O:32])[C:9]=1[C:8]=23. Procedure details: A solution of 2-[2-(dimethylamino)ethyl]-5-(p-toluenesulfonyloxy) isoquino[8,7,6-cd]indazole-6(2H)-one of Example 2 (0.463 g) and 2-(dimethylamino)ethylamine (0.80 mL) in dry pyridine (4.63 mL) is heated at 80° C. for 1 h, 30' under a nitrogen blanket. The solution is then concentrated to dryness and the dark residue obtained is partitioned between brine (30 mL) and ethyl acetate (4×25 mL). The combined organic solutions are dried over Na2SO4 and concentrated to about 3 mL. After addition of n-h... Starting materials: O (water), C(CC)C1CCC(CC1)C1=CC=C(C=C1)[Si](OC)(OC)OC (4-(4-propylcyclohexyl)-phenyltrimethoxysilane), CCCC[N+](CCCC)(CCCC)CCCC.[F-] (TBAF), FC=1C=C(C=CC1F)Br (3,4-difluorobromobenzene). Reagents/catalysts: C=1C=CC(=CC1)[P](C=2C=CC=CC2)(C=3C=CC=CC3)[Pd]([P](C=4C=CC=CC4)(C=5C=CC=CC5)C=6C=CC=CC6)([P](C=7C=CC=CC7)(C=8C=CC=CC8)C=9C=CC=CC9)[P](C=1C=CC=CC1)(C=1C=CC=CC1)C=1C=CC=CC1 (tetrakis(triphenylphosphine)palladium(0)). The solvent is C1(=CC=CC=C1)C (toluene), C1(=CC=CC=C1)C (toluene), C1(=CC=CC=C1)C (toluene). Conditions: time 30 minute. The product is C(CC)C1CCC(CC1)C1=CC=C(C=C1)C1=CC(=C(C=C1)F)F (4-(4-propylcyclohexyl)-3',4'-difluorobiphenyl). Yield: 94.5%. Reaction SMILES: [CH2:1]([CH:4]1[CH2:9][CH2:8][CH:7]([C:10]2[CH:15]=[CH:14][C:13]([Si](OC)(OC)OC)=[CH:12][CH:11]=2)[CH2:6][CH2:5]1)[CH2:2][CH3:3].CCCC[N+](CCCC)(CCCC)CCCC.[F-].[F:41][C:42]1[CH:43]=[C:44](Br)[CH:45]=[CH:46][C:47]=1[F:48].O>C1(C)C=CC=CC=1.C1C=CC([P]([Pd]([P](C2C=CC=CC=2)(C2C=CC=CC=2)C2C=CC=CC=2)([P](C2C=CC=CC=2)(C2C=CC=CC=2)C2C=CC=CC=2)[P](C2C=CC=CC=2)(C2C=CC=CC=2)C2C=CC=CC=2)(C2C=CC=CC=2)C2C=CC=CC=2)=CC=1>[CH2:1]([CH:4]1[CH2:9][CH2:8][CH:7]([C:10]2[CH:15]=[CH:14][C:13]([C:45]3[CH:44]=[CH:43][C:42]([F:41])=[C:47]([F:48])[CH:46]=3)=[CH:12][CH:11]=2)[CH2:6][CH2:5]1)[CH2:2][CH3:3] |f:1.2,^1:61,63,82,101|. Reported procedure: To 0.645 g (2 mmol) of 4-(4-propylcyclohexyl)-phenyltrimethoxysilane (Ih) was added 2.1 ml of TBAF (2.1 mmol, 1M in THF) under nitrogen, and the mixture was stirred at room temperature for 30 minutes. After the solvent was removed under reduced pressure, a solution of 3,4-difluorobromobenzene (0.463 g, 2.4 mmol) in toluene (1 ml) was added, followed by the addition of a suspension of tetrakis(triphenylphosphine)palladium(0) (0.116 g, 0.1 mmol) in toluene (3 ml). The resulting mixture was refluxe... Reactants: CCCC[N+](CCCC)(CCCC)CCCC, CN1CCCN(C)C1=O, Cc1ccc(-c2n[nH]c(C)n2)cc1, CCOC(C)=O, CC(C)(CCCl)NC(=O)OC(C)(C)C, [H-], [I-], [Na+], O. The product is Cc1ccc(-c2nc(C)n(CCC(C)(C)NC(=O)OC(C)(C)C)n2)cc1. As a reaction SMILES: [CH2:41]([N+:42]([CH2:43][CH2:44][CH2:45][CH3:46])([CH2:47][CH2:48][CH2:49][CH3:50])[CH2:51][CH2:52][CH2:53][CH3:54])[CH2:55][CH2:56][CH3:57].[CH3:31][N:32]1[CH2:33][CH2:34][CH2:35][N:36]([CH3:37])[C:38]1=[O:39].[CH3:3][c:4]1[n:5][c:6](-[c:9]2[cH:10][cH:11][c:12]([CH3:15])[cH:13][cH:14]2)[n:7][nH:8]1.[CH3:58][CH2:59][O:60][C:61](=[O:62])[CH3:63].[Cl:16][CH2:17][CH2:18][C:19]([CH3:20])([CH3:21])[NH:22][C:23]([O:24][C:25]([CH3:26])([CH3:27])[CH3:28])=[O:29].[H-:1].[I-:40].[Na+:2].[OH2:30]>>[CH3:3][c:4]1[n:5][c:6](-[c:9]2[cH:10][cH:11][c:12]([CH3:15])[cH:13][cH:14]2)[n:7][n:8]1[CH2:17][CH2:18][C:19]([CH3:20])([CH3:21])[NH:22][C:23]([O:24][C:25]([CH3:26])([CH3:27])[CH3:28])=[O:29]. Reactants: Cc1cc(N)ccc1N1CCN(C)CC1, CC(C)O, CC(C)NC(=O)c1ccccc1Nc1nc(Cl)ncc1F, Cl. RXN SMILES: [CH3:23][c:24]1[cH:25][c:26]([NH2:27])[cH:28][cH:29][c:30]1[N:31]1[CH2:32][CH2:33][N:34]([CH3:37])[CH2:35][CH2:36]1.[CH:38]([OH:39])([CH3:40])[CH3:41].[Cl:1][c:2]1[n:3][cH:4][c:5]([F:21])[c:6]([NH:8][c:9]2[c:10]([C:11](=[O:12])[NH:13][CH:14]([CH3:15])[CH3:16])[cH:17][cH:18][cH:19][cH:20]2)[n:7]1.[ClH:22]>>[c:2]1([NH:27][c:26]2[cH:25][c:24]([CH3:23])[c:30]([N:31]3[CH2:32][CH2:33][N:34]([CH3:37])[CH2:35][CH2:36]3)[cH:29][cH:28]2)[n:3][cH:4][c:5]([F:21])[c:6]([NH:8][c:9]2[c:10]([C:11](=[O:12])[NH:13][CH:14]([CH3:15])[CH3:16])[cH:17][cH:18][cH:19][cH:20]2)[n:7]1. Yields the product Cc1cc(Nc2ncc(F)c(Nc3ccccc3C(=O)NC(C)C)n2)ccc1N1CCN(C)CC1.